Dataset: the Open Reaction Database (ORD), a public repository of structured organic reaction records. Task: describe an organic reaction: reactants, conditions, products, and yield Starting materials: IC=1C=NNC1 (4-Iodo-1H-pyrazole), BrCC1CC1 (bromomethyl cyclopropane), C([O-])([O-])=O.[Cs+].[Cs+] (cesium carbonate). The solvent is CN(C)C=O (DMF). Run at time 8 hour. The product is C1(CC1)CN1N=CC(=C1)I (1-Cyclopropylmethyl-4-iodo-1H-pyrazole). As a reaction SMILES: [I:1][C:2]1[CH:3]=[N:4][NH:5][CH:6]=1.Br[CH2:8][CH:9]1[CH2:11][CH2:10]1.C(=O)([O-])[O-].[Cs+].[Cs+]>CN(C=O)C>[CH:9]1([CH2:8][N:4]2[CH:3]=[C:2]([I:1])[CH:6]=[N:5]2)[CH2:11][CH2:10]1 |f:2.3.4|. Reported procedure: 4-Iodo-1H-pyrazole (0.50 g, 2.5 mmol), bromomethyl cyclopropane (0.75 mL, 7.5 mmol), and cesium carbonate (1.20 g, 3.75 mmol) were combined in DMF (10 mL) and stirred at room temperature for overnight. The mixture was subjected to standard aqueous workup, and the crude residue was purified on silica gel (0-20% EtOAc in hexanes) to afford the title compound. Reactants: O=C(O)C=CC(=O)c1ccccc1, O=C([O-])O, CC(=O)O, CCOC(C)=O, CO, Cl, CC(N)C(=O)N1CCCC1C(=O)O, [Na+], O. RXN SMILES: [C:15]([c:16]1[cH:17][cH:18][cH:19][cH:20][cH:21]1)(=[O:22])[CH:23]=[CH:24][C:25](=[O:26])[OH:27].[C:28](=[O:29])([OH:30])[O-:31].[C:42]([OH:43])(=[O:44])[CH3:45].[CH3:33][CH2:34][O:35][C:36]([CH3:37])=[O:38].[CH3:39][OH:40].[ClH:1].[NH2:2][CH:3]([CH3:4])[C:5](=[O:6])[N:7]1[CH:8]([C:9](=[O:10])[OH:11])[CH2:12][CH2:13][CH2:14]1.[Na+:32].[OH2:41]>>[NH:2]([CH:3]([CH3:4])[C:5](=[O:6])[N:7]1[CH:8]([C:9](=[O:10])[OH:11])[CH2:12][CH2:13][CH2:14]1)[CH:24]([CH2:23][C:15]([c:16]1[cH:17][cH:18][cH:19][cH:20][cH:21]1)=[O:22])[C:25](=[O:26])[OH:27]. Yields the product CC(NC(CC(=O)c1ccccc1)C(=O)O)C(=O)N1CCCC1C(=O)O. Starting materials: C(C)(C)(C)OC(=O)N1CCC2(CC1)OC1=CC=C(C=C1C(C2)=O)B2OC(C(O2)(C)C)(C)C (1′-tert-butoxycarbonyl-6-(4,4,5,5-tetramethyl-1,3,2-dioxaborolan-2-yl)spiro[chroman-2,4′-piperidin]-4-one), ClC1=NC=C(C(=O)N)C=C1 (6-chloronicotinamide), C(=O)([O-])[O-].[Na+].[Na+] (Na2CO3). The reagents and catalysts are C=1C=CC(=CC1)[P](C=2C=CC=CC2)(C=3C=CC=CC3)[Pd]([P](C=4C=CC=CC4)(C=5C=CC=CC5)C=6C=CC=CC6)([P](C=7C=CC=CC7)(C=8C=CC=CC8)C=9C=CC=CC9)[P](C=1C=CC=CC1)(C=1C=CC=CC1)C=1C=CC=CC1 (Pd(PPh3)4). The solvent is O1CCOCC1 (dioxane), C(Cl)(Cl)Cl (CHCl3), O (H2O). Conditions: temperature 100 celsius. Yields the product C(N)(=O)C=1C=CC(=NC1)C=1C=C2C(CC3(CCN(CC3)C(=O)OC(C)(C)C)OC2=CC1)=O (tert-Butyl 6-(5-carbamoylpyridin-2-yl)-4-oxospiro[chroman-2,4′-piperidine]-1′-carboxylate). RXN SMILES: [C:1]([O:5][C:6]([N:8]1[CH2:13][CH2:12][C:11]2([CH2:22][C:21](=[O:23])[C:20]3[C:15](=[CH:16][CH:17]=[C:18](B4OC(C)(C)C(C)(C)O4)[CH:19]=3)[O:14]2)[CH2:10][CH2:9]1)=[O:7])([CH3:4])([CH3:3])[CH3:2].Cl[C:34]1[CH:42]=[CH:41][C:37]([C:38]([NH2:40])=[O:39])=[CH:36][N:35]=1.C([O-])([O-])=O.[Na+].[Na+]>O1CCOCC1.C(Cl)(Cl)Cl.O.C1C=CC([P]([Pd]([P](C2C=CC=CC=2)(C2C=CC=CC=2)C2C=CC=CC=2)([P](C2C=CC=CC=2)(C2C=CC=CC=2)C2C=CC=CC=2)[P](C2C=CC=CC=2)(C2C=CC=CC=2)C2C=CC=CC=2)(C2C=CC=CC=2)C2C=CC=CC=2)=CC=1>[C:38]([C:37]1[CH:41]=[CH:42][C:34]([C:18]2[CH:19]=[C:20]3[C:15](=[CH:16][CH:17]=2)[O:14][C:11]2([CH2:12][CH2:13][N:8]([C:6]([O:5][C:1]([CH3:4])([CH3:2])[CH3:3])=[O:7])[CH2:9][CH2:10]2)[CH2:22][C:21]3=[O:23])=[N:35][CH:36]=1)(=[O:39])[NH2:40] |f:2.3.4,^1:63,65,84,103|. Procedure details: 1′-tert-butoxycarbonyl-6-(4,4,5,5-tetramethyl-1,3,2-dioxaborolan-2-yl)spiro[chroman-2,4′-piperidin]-4-one (40.0 g, 90.0 mmol), 6-chloronicotinamide (17.0 g, 108 mmol), Pd(PPh3)4 (5.21 g, 4.51 mmol), and aqueous 2M Na2CO3 (100 ml) solution were suspended in dioxane (300 ml) and heated at 100° C. for 16 h. The reaction mixture was diluted with CHCl3 and H2O, the aqueous layer was extracted with CHCl3. The combined organic layer was washed with brine, dried over MgSO4 and silicagel. The desiccant w... Starting materials: [K] (mono-potassium), C1(CCC(CC1)O)O (1,4-cyclohexanediol), C1(CCC(CC1)O)O (1,4-cyclohexanediol), [OH-].[K+] (potassium hydroxide), CI (methyl iodide), resultant mixture. Run in O (water). Product: COC1CCC(CC1)O (4-methoxycyclohexanol). Reaction SMILES: [K].[CH:2]1([OH:9])[CH2:7][CH2:6][CH:5]([OH:8])[CH2:4][CH2:3]1.[OH-].[K+].[CH3:12]I>O>[CH3:12][O:8][CH:5]1[CH2:6][CH2:7][CH:2]([OH:9])[CH2:3][CH2:4]1 |f:2.3,^1:0|. Reported procedure: To mono-potassium salt of 1,4-cyclohexanediol which had been prepared from 17.5 g of 1,4-cyclohexanediol and 9.3 g of potassium hydroxide, 32 g of methyl iodide was added, and the resultant mixture was heated under reflux for 5 hours. After the reaction was completed, water was added and then the mixture was extracted with chloroform. The extract was subjected to distillation under reduced pressure to obtain 10.34 g of 4-methoxycyclohexanol. b15 : 100°-103° C. Reactants: FC(C(=O)O)(F)F (trifluoroacetic acid), FC(S(=O)(=O)O)(F)F (trifluoromethanesulfonic acid), COC1=CC=C(CSC2C(NCC2)=O)C=C1 (3-(4-methoxybenzylthio)pyrrolidin-2-one). Run in C1(=CC=CC=C1)OC (anisole). Reaction conditions: time 30 minute. Product: FC(S(=O)(=O)O)(F)F.SC1C(NCC1)=O (3-Mercapto-2-pyrrolidinone trifluoromethanesulfonate). As a reaction SMILES: FC(F)(F)C(O)=O.[F:8][C:9]([F:15])([F:14])[S:10]([OH:13])(=[O:12])=[O:11].COC1C=CC(C[S:23][CH:24]2[CH2:28][CH2:27][NH:26][C:25]2=[O:29])=CC=1>C1(OC)C=CC=CC=1>[F:8][C:9]([F:15])([F:14])[S:10]([OH:13])(=[O:12])=[O:11].[SH:23][CH:24]1[CH2:28][CH2:27][NH:26][C:25]1=[O:29] |f:4.5|. Procedure: 20 ml of trifluoroacetic acid and 0.41 ml of trifluoromethanesulfonic acid were added, whilst ice-cooling, to a solution of 949 mg of 3-(4-methoxybenzylthio)pyrrolidin-2-one in 4 ml of anisole, and then the mixture was stirred at room temperature for 30 minutes. At the end of this time, the reaction mixture was concentrated by evaporation under reduced pressure to leave a residue, which was purified by column chromatography through silica gel, eluted with a 10:1 by volume mixture of ethyl acetat... Starting materials: C1(=CC=CC=C1)COCC1CC(CS1)SC(C)=O (Ethanethioic acid S-[tetrahydro-5-[(phenylmethoxy)methyl]-3-thienyl]ester), B(F)(F)F.CCOCC (boron trifluoride etherate). Reagents/catalysts: [I-].C(CCC)[N+](CCCC)(CCCC)CCCC (tetra n-butylammonium iodide). Solvent: C(Cl)(Cl)Cl (chloroform). Conditions: time 8 hour. Yields the product OCC1CC(CS1)SC(C)=O (Ethanethioic acid S-[tetrahydro-5-(hydroxymethyl)-3-thienyl]ester). Isolated yield 94.3%. Reaction SMILES: C1(C[O:8][CH2:9][CH:10]2[S:14][CH2:13][CH:12]([S:15][C:16](=[O:18])[CH3:17])[CH2:11]2)C=CC=CC=1.B(F)(F)F.CCOCC>C(Cl)(Cl)Cl.[I-].C([N+](CCCC)(CCCC)CCCC)CCC>[OH:8][CH2:9][CH:10]1[S:14][CH2:13][CH:12]([S:15][C:16](=[O:18])[CH3:17])[CH2:11]1 |f:1.2,4.5|. Procedure details: A 0° C. solution, under argon, of 0.123 g of product from Example 139 in 1.0 ml of dry chloroform is treated with 51.1 microliter of boron trifluoride etherate and 0.193 g of tetra n-butylammonium iodide. The reaction mixture is stirred at room temperature overnight and concentrated in vacuo. The residue is purified by chromatography (silica gel: 0-100% ethyl acetate/hexane) to give 0.079 g of the desired product. The reactants are [OH-].[K+] (potassium hydroxide), ClC=1C(=CC=2C(CCC(C2C1)(C)C)(C)C)/C(=C/C1=CC=C(C(=O)OCC)C=C1)/C (ethyl 4-[(E)-2-(3-chloro-5,6,7,8-tetrahydro-5,5,8,8-tetramethylnaphthalen-2-yl)propen-1-yl]benzoate), ClC=1C(=CC=2C(CCC(C2C1)(C)C)(C)C)/C(=C/C1=CC=C(C(=O)OCC)C=C1)/C (ethyl 4-[(E)-2-(3-chloro-5,6,7,8-tetrahydro-5,5,8,8-tetramethylnaphthalen-2-yl)propen-1-yl]benzoate). Run in C(C)O (ethanol). Conditions: time 24 hour. The product is ClC=1C(=CC=2C(CCC(C2C1)(C)C)(C)C)/C(=C/C1=CC=C(C(=O)O)C=C1)/C (4[(E)-2-(3-Chloro-5,6,7,8-tetrahydro-5,5,8,8-tetramethylnaphthalen-2-yl)propen-1-yl]benzoic Acid). RXN SMILES: [OH-].[K+].[Cl:3][C:4]1[C:5](/[C:18](/[CH3:31])=[CH:19]/[C:20]2[CH:30]=[CH:29][C:23]([C:24]([O:26]CC)=[O:25])=[CH:22][CH:21]=2)=[CH:6][C:7]2[C:8]([CH3:17])([CH3:16])[CH2:9][CH2:10][C:11]([CH3:15])([CH3:14])[C:12]=2[CH:13]=1>C(O)C>[Cl:3][C:4]1[C:5](/[C:18](/[CH3:31])=[CH:19]/[C:20]2[CH:30]=[CH:29][C:23]([C:24]([OH:26])=[O:25])=[CH:22][CH:21]=2)=[CH:6][C:7]2[C:8]([CH3:17])([CH3:16])[CH2:9][CH2:10][C:11]([CH3:14])([CH3:15])[C:12]=2[CH:13]=1 |f:0.1|. Procedure: A solution of potassium hydroxide in ethanol was added to 20 mg (0.049 mmol) of ethyl 4-[(E)-2-(3-chloro-5,6,7,8-tetrahydro-5,5,8,8-tetramethylnaphthalen-2-yl)propen-1-yl]benzoate (Compound 12) and the resulting mixture stirred at room temperature for 24 hours. Solvent was removed in-vacuo and the resulting solid taken-up in water, acidified using 1N HCl, and extracted three times with ether. The ether extracts were washed with water, brine and dried (MgSO4). The solvent was removed in-vacuo and...